This data is from the Open Reaction Database (ORD), a public repository of structured organic reaction records. The task is: describe an organic reaction: reactants, conditions, products, and yield Reactants: OC1(CCC(CC1)=O)C1=CC=CC=C1 (4-hydroxy-4-phenylcyclohexanone), FCC1(CNCC1)NC(CNC(C1=CC(=CC=C1)C(F)(F)F)=O)=O (N-(2-{[3-(fluoromethyl)pyrrolidin-3-yl]amino}-2-oxoethyl)-3-(trifluoromethyl)benzamide), C(C)(=O)O[BH-](OC(C)=O)OC(C)=O.[Na+] (sodium triacetoxyborohydride). The solvent is C(Cl)Cl (methylene chloride). Reaction conditions: time 2 hour. The product is FCC1(CN(CC1)C1CCC(CC1)(C1=CC=CC=C1)O)NC(CNC(C1=CC(=CC=C1)C(F)(F)F)=O)=O (N-(2-{[3-(Fluoromethyl)-1-(4-hydroxy-4-phenylcyclohexyl)pyrrolidin-3-yl]amino}-2-oxoethyl)-3-(trifluoromethyl)benzamide). The yield is 14.8%. As a reaction SMILES: [OH:1][C:2]1([C:9]2[CH:14]=[CH:13][CH:12]=[CH:11][CH:10]=2)[CH2:7][CH2:6][C:5](=O)[CH2:4][CH2:3]1.[F:15][CH2:16][C:17]1([NH:22][C:23](=[O:38])[CH2:24][NH:25][C:26](=[O:37])[C:27]2[CH:32]=[CH:31][CH:30]=[C:29]([C:33]([F:36])([F:35])[F:34])[CH:28]=2)[CH2:21][CH2:20][NH:19][CH2:18]1.C(O[BH-](OC(=O)C)OC(=O)C)(=O)C.[Na+]>C(Cl)Cl>[F:15][CH2:16][C:17]1([NH:22][C:23](=[O:38])[CH2:24][NH:25][C:26](=[O:37])[C:27]2[CH:32]=[CH:31][CH:30]=[C:29]([C:33]([F:36])([F:34])[F:35])[CH:28]=2)[CH2:21][CH2:20][N:19]([CH:5]2[CH2:6][CH2:7][C:2]([OH:1])([C:9]3[CH:14]=[CH:13][CH:12]=[CH:11][CH:10]=3)[CH2:3][CH2:4]2)[CH2:18]1 |f:2.3|. Reported procedure: 100 mg (0.53 mmol) of 4-hydroxy-4-phenylcyclohexanone and 184 mg (0.53 mmol) of N-(2-{[3-(fluoromethyl)pyrrolidin-3-yl]amino}-2-oxoethyl)-3-(trifluoromethyl)benzamide were dissolved in 10 mL of methylene chloride. To the solution was added 221 mg (1.06 mmol) of sodium triacetoxyborohydride. The reaction mixture was stirred at room temperature for 2 h. Direct chromatography on silica gel gave the final desired product 41 mg (top spot on TLC and first peak on HPLC, yield: 16.7%, MS: 522 (M+1)+) an... Reactants: C1COCCN1, CC#N, O=C(On1nnc2ccccc21)c1ccc2c(c1)OC(c1ccccc1)(c1ccccc1)O2. Product: O=C(c1ccc2c(c1)OC(c1ccccc1)(c1ccccc1)O2)N1CCOCC1. RXN SMILES: [CH2:34]1[CH2:35][O:36][CH2:37][CH2:38][NH:39]1.[CH3:40][C:41]#[N:42].[c:1]1([C:7]2([c:28]3[cH:29][cH:30][cH:31][cH:32][cH:33]3)[O:8][c:9]3[c:10]([cH:12][cH:13][c:14]([C:16](=[O:17])[O:18][n:19]4[c:20]5[cH:21][cH:22][cH:23][cH:24][c:25]5[n:26][n:27]4)[cH:15]3)[O:11]2)[cH:2][cH:3][cH:4][cH:5][cH:6]1>>[c:1]1([C:7]2([c:28]3[cH:29][cH:30][cH:31][cH:32][cH:33]3)[O:8][c:9]3[c:10]([cH:12][cH:13][c:14]([C:16](=[O:17])[N:39]4[CH2:34][CH2:35][O:36][CH2:37][CH2:38]4)[cH:15]3)[O:11]2)[cH:2][cH:3][cH:4][cH:5][cH:6]1. Reactants: C(C)OC(=O)C1=NC(=CN=C1N)C (3-amino-6-methyl-pyrazine-2-carboxylic acid ethyl ester), BrC=1C=NC=NC1 (5-bromopyrimidine), ClC=1C=C(N)C=CC1 (3-chloroaniline). The product is Cl.ClC=1C=C(C=CC1)NC(=O)C1=NC(=CN=C1NC=1C=NC=NC1)C (6-Methyl-3-(pyrimidin-5-ylamino)-pyrazine-2-carboxylic acid (3-chloro-phenyl)-amide hydrochloride). As a reaction SMILES: C(O[C:4]([C:6]1[C:11]([NH2:12])=[N:10][CH:9]=[C:8]([CH3:13])[N:7]=1)=[O:5])C.Br[C:15]1[CH:16]=[N:17][CH:18]=[N:19][CH:20]=1.[Cl:21][C:22]1[CH:23]=[C:24]([CH:26]=[CH:27][CH:28]=1)[NH2:25]>>[ClH:21].[Cl:21][C:22]1[CH:23]=[C:24]([NH:25][C:4]([C:6]2[C:11]([NH:12][C:15]3[CH:16]=[N:17][CH:18]=[N:19][CH:20]=3)=[N:10][CH:9]=[C:8]([CH3:13])[N:7]=2)=[O:5])[CH:26]=[CH:27][CH:28]=1 |f:3.4|. Reported procedure: The title compound, MS: m/e=341.2 (M+H+), was prepared in accordance with the general method of example 10 from 3-amino-6-methyl-pyrazine-2-carboxylic acid ethyl ester (Example C), 5-bromopyrimidine and 3-chloroaniline. The reactants are CC1CC(OC(=O)OC(C)Cl)CC(C)(C)C1, CC#N, [I-], [Na+]. Yields the product CC1CC(OC(=O)OC(C)I)CC(C)(C)C1. As a reaction SMILES: [C:3]([O:4][CH:5]([CH3:6])[Cl:7])([O:8][CH:9]1[CH2:10][C:11]([CH3:16])([CH3:17])[CH2:12][CH:13]([CH3:15])[CH2:14]1)=[O:18].[CH3:19][C:20]#[N:21].[I-:2].[Na+:1]>>[I:2][CH:5]([O:4][C:3]([O:8][CH:9]1[CH2:10][C:11]([CH3:16])([CH3:17])[CH2:12][CH:13]([CH3:15])[CH2:14]1)=[O:18])[CH3:6]. Reactants: B, CCNC1Cc2ccc(SC(C)(C)C(=O)OC(C)(C)C)cc2C1, ClCCl, O=C=Nc1ccc(OC(F)(F)F)cc1. Product: CCN(C(=O)Nc1ccc(OC(F)(F)F)cc1)C1Cc2ccc(SC(C)(C)C(=O)OC(C)(C)C)cc2C1. As a reaction SMILES: [BH3:24].[C:1]([CH3:2])([CH3:3])([CH3:4])[O:5][C:6]([C:7]([CH3:8])([CH3:9])[S:10][c:11]1[cH:12][c:13]2[c:17]([cH:18][cH:19]1)[CH2:16][CH:15]([NH:20][CH2:21][CH3:22])[CH2:14]2)=[O:23].[Cl:39][CH2:40][Cl:41].[F:25][C:26]([O:27][c:28]1[cH:29][cH:30][c:31]([N:34]=[C:35]=[O:36])[cH:32][cH:33]1)([F:37])[F:38]>>[C:1]([CH3:2])([CH3:3])([CH3:4])[O:5][C:6]([C:7]([CH3:8])([CH3:9])[S:10][c:11]1[cH:12][c:13]2[c:17]([cH:18][cH:19]1)[CH2:16][CH:15]([N:20]([CH2:21][CH3:22])[C:35]([NH:34][c:31]1[cH:30][cH:29][c:28]([O:27][C:26]([F:25])([F:37])[F:38])[cH:33][cH:32]1)=[O:36])[CH2:14]2)=[O:23].